From a dataset of the Open Reaction Database (ORD), a public repository of structured organic reaction records. describe an organic reaction: reactants, conditions, products, and yield The reactants are O=c1[nH]cnc2cnc(OCc3ccccc3)cc12, CN(C)C=O, O=S(Cl)Cl. Yields the product Clc1ncnc2cnc(OCc3ccccc3)cc12. Reaction SMILES: [CH2:1]([c:2]1[cH:3][cH:4][cH:5][cH:6][cH:7]1)[O:8][c:9]1[cH:10][c:11]2[c:12]([n:13][cH:14][nH:15][c:16]2=[O:17])[cH:18][n:19]1.[O:24]=[CH:25][N:26]([CH3:27])[CH3:28].[S:20]([Cl:21])([Cl:22])=[O:23]>>[CH2:1]([c:2]1[cH:3][cH:4][cH:5][cH:6][cH:7]1)[O:8][c:9]1[cH:10][c:11]2[c:12]([n:13][cH:14][n:15][c:16]2[Cl:22])[cH:18][n:19]1. The reactants are CC(C)CN, Cc1nnc(-c2ccc(C)c(-c3ccc(C(=O)O)cc3)c2)o1, CCN=C=NCCCN(C)C, Cl, CN(C)C=O, On1nnc2ccccc21. Product: Cc1nnc(-c2ccc(C)c(-c3ccc(C(=O)NCC(C)C)cc3)c2)o1. RXN SMILES: [CH2:45]([CH:46]([CH3:47])[CH3:48])[NH2:49].[CH3:1][c:2]1[c:3](-[c:14]2[cH:15][cH:16][c:17]([C:20](=[O:21])[OH:22])[cH:18][cH:19]2)[cH:4][c:5](-[c:8]2[o:9][c:10]([CH3:13])[n:11][n:12]2)[cH:6][cH:7]1.[CH3:34][N:35]([CH3:36])[CH2:37][CH2:38][CH2:39][N:40]=[C:41]=[N:42][CH2:43][CH3:44].[ClH:33].[O:50]=[CH:51][N:52]([CH3:53])[CH3:54].[OH:23][n:24]1[c:25]2[c:26]([cH:27][cH:28][cH:29][cH:30]2)[n:31][n:32]1>>[CH3:1][c:2]1[c:3](-[c:14]2[cH:15][cH:16][c:17]([C:20](=[O:22])[NH:49][CH2:45][CH:46]([CH3:47])[CH3:48])[cH:18][cH:19]2)[cH:4][c:5](-[c:8]2[o:9][c:10]([CH3:13])[n:11][n:12]2)[cH:6][cH:7]1.